From a dataset of the Open Reaction Database (ORD), a public repository of structured organic reaction records. describe an organic reaction: reactants, conditions, products, and yield Starting materials: C[SiH](C)OC1(C=O)CC(C(C)(C)C)CN1C(=O)OC(C)(C)C, Nc1ccccc1. Product: C[SiH](C)OC1(CNc2ccccc2)CC(C(C)(C)C)CN1C(=O)OC(C)(C)C. Reaction SMILES: [C:1]([CH3:2])([CH3:3])([CH3:4])[O:5][C:6](=[O:7])[N:8]1[C:9]([CH:10]=[O:11])([O:19][SiH:20]([CH3:21])[CH3:22])[CH2:12][CH:13]([C:15]([CH3:16])([CH3:17])[CH3:18])[CH2:14]1.[NH2:23][c:24]1[cH:25][cH:26][cH:27][cH:28][cH:29]1>>[C:1]([CH3:2])([CH3:3])([CH3:4])[O:5][C:6](=[O:7])[N:8]1[C:9]([CH2:10][NH:23][c:24]2[cH:25][cH:26][cH:27][cH:28][cH:29]2)([O:19][SiH:20]([CH3:21])[CH3:22])[CH2:12][CH:13]([C:15]([CH3:16])([CH3:17])[CH3:18])[CH2:14]1. The reactants are C=CCOc1cc(CCl)ccc1Cl, COc1ccccc1COCCCOc1ccc(C2CCN(C(=O)OC(C)(C)C)CC2O)cc1. Yields the product C=CCOc1cc(COC2CN(C(=O)OC(C)(C)C)CCC2c2ccc(OCCCOCc3ccccc3OC)cc2)ccc1Cl. As a reaction SMILES: [CH2:35]([CH:36]=[CH2:37])[O:38][c:39]1[c:40]([Cl:47])[cH:41][cH:42][c:43]([CH2:45][Cl:46])[cH:44]1.[OH:1][CH:2]1[CH2:3][N:4]([C:28](=[O:29])[O:30][C:31]([CH3:32])([CH3:33])[CH3:34])[CH2:5][CH2:6][CH:7]1[c:8]1[cH:9][cH:10][c:11]([O:14][CH2:15][CH2:16][CH2:17][O:18][CH2:19][c:20]2[c:21]([O:26][CH3:27])[cH:22][cH:23][cH:24][cH:25]2)[cH:12][cH:13]1>>[O:1]([CH:2]1[CH2:3][N:4]([C:28](=[O:29])[O:30][C:31]([CH3:32])([CH3:33])[CH3:34])[CH2:5][CH2:6][CH:7]1[c:8]1[cH:9][cH:10][c:11]([O:14][CH2:15][CH2:16][CH2:17][O:18][CH2:19][c:20]2[c:21]([O:26][CH3:27])[cH:22][cH:23][cH:24][cH:25]2)[cH:12][cH:13]1)[CH2:45][c:43]1[cH:42][cH:41][c:40]([Cl:47])[c:39]([O:38][CH2:35][CH:36]=[CH2:37])[cH:44]1. Reactants: COC1=C2CCNC(C2=CC=C1)C1=CC=C(C=C1)C(F)(F)F (5-methoxy-1-(4-(trifluoromethyl)phenyl)-1,2,3,4-tetrahydroisoquinoline), C(C)(C)(C)N=C=O (t-butylisocyanate). Run in C(Cl)Cl (CH2Cl2). Conditions: time 5 hour. The product is C(C)(C)(C)NC(=O)N1C(C2=CC=CC(=C2CC1)OC)C1=CC=C(C=C1)C(F)(F)F (N-tert-butyl-5-methoxy-1-(4-(trifluoromethyl)phenyl)-3,4-dihydroisoquinoline-2(1H)-carboxamide). As a reaction SMILES: [CH3:1][O:2][C:3]1[CH:12]=[CH:11][CH:10]=[C:9]2[C:4]=1[CH2:5][CH2:6][NH:7][CH:8]2[C:13]1[CH:18]=[CH:17][C:16]([C:19]([F:22])([F:21])[F:20])=[CH:15][CH:14]=1.[C:23]([N:27]=[C:28]=[O:29])([CH3:26])([CH3:25])[CH3:24]>C(Cl)Cl>[C:23]([NH:27][C:28]([N:7]1[CH2:6][CH2:5][C:4]2[C:9](=[CH:10][CH:11]=[CH:12][C:3]=2[O:2][CH3:1])[CH:8]1[C:13]1[CH:18]=[CH:17][C:16]([C:19]([F:22])([F:20])[F:21])=[CH:15][CH:14]=1)=[O:29])([CH3:26])([CH3:25])[CH3:24]. Reported procedure: To a 50 mL round-bottomed flask was added 5-methoxy-1-(4-(trifluoromethyl)-phenyl)-1,2,3,4-tetrahydroisoquinoline (44 mg, 143 μmol, from step 3), CH2Cl2 (2 mL), t-butylisocyanate (16 μL, 143 μmol, Aldrich). The solution was stirred at RT for 5 h. The solvent was removed in vacuo and the residue was purified by silica gel chromatography, eluting with 20% EtOAc/hexanes to give N-tert-butyl-5-methoxy-1-(4-(trifluoromethyl)phenyl)-3,4-dihydroisoquinoline-2(1H)-carboxamide. MS (ESI pos. ion) m/z: 407... Yields the product CON=C(Cc1ccccc1)c1nccs1. The reactants are CON, Cl, c1ccncc1, O=C(Cc1ccccc1)c1nccs1. RXN SMILES: [CH3:16][O:17][NH2:18].[ClH:15].[cH:19]1[cH:20][cH:21][n:22][cH:23][cH:24]1.[s:1]1[c:2]([C:6](=[O:7])[CH2:8][c:9]2[cH:10][cH:11][cH:12][cH:13][cH:14]2)[n:3][cH:4][cH:5]1>>[s:1]1[c:2]([C:6]([CH2:8][c:9]2[cH:10][cH:11][cH:12][cH:13][cH:14]2)=[N:18][O:17][CH3:16])[n:3][cH:4][cH:5]1. Reactants: C#CC(CC(=O)O)NC(=O)C1CCCN(C(=O)CCC2CCN(C(=O)OC(C)(C)C)CC2)C1, CCN=C=NCCCN(C)C, ClCCl, Cl, OCc1ccc(C(F)(F)F)cc1. Yields the product C#CC(CC(=O)OCc1ccc(C(F)(F)F)cc1)NC(=O)C1CCCN(C(=O)CCC2CCN(C(=O)OC(C)(C)C)CC2)C1. As a reaction SMILES: [C:1]([CH3:2])([CH3:3])([CH3:4])[O:5][C:6](=[O:7])[N:8]1[CH2:9][CH2:10][CH:11]([CH2:14][CH2:15][C:16](=[O:17])[N:18]2[CH2:19][CH:20]([C:24](=[O:25])[NH:26][CH:27]([CH2:28][C:29](=[O:30])[OH:31])[C:32]#[CH:33])[CH2:21][CH2:22][CH2:23]2)[CH2:12][CH2:13]1.[CH2:47]([N:48]=[C:49]=[N:50][CH2:51][CH2:52][CH2:53][N:54]([CH3:55])[CH3:56])[CH3:57].[Cl:58][CH2:59][Cl:60].[ClH:46].[F:34][C:35]([c:36]1[cH:37][cH:38][c:39]([CH2:40][OH:41])[cH:42][cH:43]1)([F:44])[F:45]>>[C:1]([CH3:2])([CH3:3])([CH3:4])[O:5][C:6](=[O:7])[N:8]1[CH2:9][CH2:10][CH:11]([CH2:14][CH2:15][C:16](=[O:17])[N:18]2[CH2:19][CH:20]([C:24](=[O:25])[NH:26][CH:27]([CH2:28][C:29]([O:30][CH2:40][c:39]3[cH:38][cH:37][c:36]([C:35]([F:34])([F:44])[F:45])[cH:43][cH:42]3)=[O:31])[C:32]#[CH:33])[CH2:21][CH2:22][CH2:23]2)[CH2:12][CH2:13]1. Reactants: C(C)OC(\C(=C/C[C@@H](C(=O)OC(C)(C)C)NC(=O)OC(C)(C)C)\CCCOCC1=CC=CC=C1)=O ((Z)—(S)-2-(3-Benzyloxypropyl)-5-tert-butoxycarbonylamino-hex-2-enedioic acid 6-tert-butyl ester 1-ethyl ester), C(C)OC(\C(=C\C[C@@H](C(=O)OC(C)(C)C)NC(=O)OC(C)(C)C)\CCCOCC1=CC=CC=C1)=O ((E)-(S)-2-(3-Benzyloxypropyl)-5-tert-butoxycarbonylamino-hex-2-enedioic acid 6-tert-butyl ester 1-ethyl ester). The reagents and catalysts are [Pd] (palladium). Solvent: CO (methanol). Conditions: time 6 hour. Yields the product C(C)(C)(C)OC(=O)N[C@H](C(=O)OC(C)(C)C)CCC(C(=O)OCC)CCCO (1-tert-Butyl 6-ethyl (2S)-2-[(tert-butoxycarbonyl)amino]-5-(3-hydroxypropyl)hexanedioate). RXN SMILES: [CH2:1]([O:3][C:4](=[O:35])/[C:5](/[CH2:24][CH2:25][CH2:26][O:27]CC1C=CC=CC=1)=[CH:6]\[CH2:7][C@H:8]([NH:16][C:17]([O:19][C:20]([CH3:23])([CH3:22])[CH3:21])=[O:18])[C:9]([O:11][C:12]([CH3:15])([CH3:14])[CH3:13])=[O:10])[CH3:2].C(OC(=O)/C(/CCCOCC1C=CC=CC=1)=C/C[C@H](NC(OC(C)(C)C)=O)C(OC(C)(C)C)=O)C>CO.[Pd]>[C:20]([O:19][C:17]([NH:16][C@@H:8]([CH2:7][CH2:6][CH:5]([CH2:24][CH2:25][CH2:26][OH:27])[C:4]([O:3][CH2:1][CH3:2])=[O:35])[C:9]([O:11][C:12]([CH3:14])([CH3:15])[CH3:13])=[O:10])=[O:18])([CH3:23])([CH3:22])[CH3:21]. Procedure details: A mixture of (Z)—(S)-2-(3-Benzyloxypropyl)-5-tert-butoxycarbonylamino-hex-2-enedioic acid 6-tert-butyl ester 1-ethyl ester and (E)-(S)-2-(3-Benzyloxypropyl)-5-tert-butoxycarbonylamino-hex-2-enedioic acid 6-tert-butyl ester 1-ethyl ester (270 mg, 0.55 mmol) and palladium (30.0 mg, 10% on charcoal) in methanol (30 mL) were stirred for 6 h at r.t. under a hydrogen atmosphere. Then the mixture was filtered through Celite® and concentrated under reduced pressure. The crude product was purified by col... Starting materials: Brc1ccccc1OCc1ccccc1, C1CCOC1, [Li]CCCC, CCCCCC, O=Cc1ccc(Cl)cc1, O. The product is OC(c1ccc(Cl)cc1)c1ccccc1OCc1ccccc1. As a reaction SMILES: [CH2:12]([c:13]1[cH:14][cH:15][cH:16][cH:17][cH:18]1)[O:19][c:20]1[c:21]([Br:26])[cH:22][cH:23][cH:24][cH:25]1.[CH2:37]1[O:38][CH2:39][CH2:40][CH2:41]1.[CH2:7]([Li:8])[CH2:9][CH2:10][CH3:11].[CH3:1][CH2:2][CH2:3][CH2:4][CH2:5][CH3:6].[Cl:27][c:28]1[cH:29][cH:30][c:31]([CH:32]=[O:33])[cH:34][cH:35]1.[OH2:36]>>[CH2:12]([c:13]1[cH:14][cH:15][cH:16][cH:17][cH:18]1)[O:19][c:20]1[c:21]([CH:32]([c:31]2[cH:30][cH:29][c:28]([Cl:27])[cH:35][cH:34]2)[OH:33])[cH:22][cH:23][cH:24][cH:25]1. The reactants are C1(=C(C=CC=C1)P(C1=C(C=CC=C1)C)C1=C(C=CC=C1)C)C (tri-o-tolylphosphine), Cl (HCl), BrC1=CC=C(C2=C1C=C(O2)C(C)=O)OC(C)C2=CC=CC=C2 (1-[4-bromo-7-(1-phenylethoxy)benzofuran-2-yl]ethanone), BrC1=CC=C(C2=C1C=C(O2)C(C)=O)OC(C)C2=CC=CC=C2 (1-[4-bromo-7-(1-phenylethoxy)benzofuran-2-yl]ethanone), C(C)N(C(\C=C\C)=O)CC ((E)-N,N-diethyl-2-butenamide). Reagents/catalysts: C(C)(=O)[O-].[Pd+2].C(C)(=O)[O-] (Palladium acetate). Run in C(C)N(CC)CC (triethylamine). Reaction conditions: temperature 84 celsius. Yields the product C(C)(=O)C=1OC2=C(C1)C(=CC=C2OC(C)C2=CC=CC=C2)/C(=C/C(=O)N(CC)CC)/C ((E)-3-[2-acetyl-7-(1-phenylethoxy)benzofuran-4-yl]-N,N-diethyl-2-butenamide). Yield: 43.6%. Reaction SMILES: Br[C:2]1[C:7]2[CH:8]=[C:9]([C:11](=[O:13])[CH3:12])[O:10][C:6]=2[C:5]([O:14][CH:15]([C:17]2[CH:22]=[CH:21][CH:20]=[CH:19][CH:18]=2)[CH3:16])=[CH:4][CH:3]=1.[CH2:23]([N:25]([CH2:31][CH3:32])[C:26](=[O:30])/[CH:27]=[CH:28]/[CH3:29])[CH3:24].C1(C)C=CC=CC=1P(C1C=CC=CC=1C)C1C=CC=CC=1C.Cl>C(N(CC)CC)C.C([O-])(=O)C.[Pd+2].C([O-])(=O)C>[C:11]([C:9]1[O:10][C:6]2[C:5]([O:14][CH:15]([C:17]3[CH:22]=[CH:21][CH:20]=[CH:19][CH:18]=3)[CH3:16])=[CH:4][CH:3]=[C:2](/[C:28](/[CH3:29])=[CH:27]/[C:26]([N:25]([CH2:31][CH3:32])[CH2:23][CH3:24])=[O:30])[C:7]=2[CH:8]=1)(=[O:13])[CH3:12] |f:5.6.7|. Procedure details: 1-[4-Bromo-7-(1-phenylethoxy)benzofuran-2-yl]ethanone (compound 3) (1.0 g, 2.79 mmol) and (E)-N,N-diethyl-2-butenamide (0.47 g, 3.35 mmol) were dissolved in triethylamine (10 ml), and the inside of the system was replaced by nitrogen gas. Palladium acetate (0.031 g, 0.14 mmol) and tri-o-tolylphosphine (0.085 g, 0.28 mmol) were added and the mixture was stirred with heating at 78-90° C. for 16 hr. After confirmation of the completion of the reaction by TLC, 5% HCl aqueous solution was added and t... Starting materials: C[C@H]1[C@@H](C(CC=C1)(C)C)C(=O)OC (methyl trans-2,6,6-trimethyl-3-cyclohexene-1-carboxylate), [O-]S(=O)(=O)[O-].[Na+].[Na+] (Na2SO4), [H-].[H-].[H-].[H-].[Li+].[Al+3] (LiAlH4), [OH-].[Na+] (NaOH). Run in C1CCOC1 (THF), CCOCC (ether), CC(=O)C (acetone), C1CCOC1 (THF). Reaction conditions: time 2 hour. The product is C[C@H]1[C@@H](C(CC=C1)(C)C)CO (trans-2,6,6-trimethyl-3-cyclohexene-1-methanol). Isolated yield 99.0%. RXN SMILES: [H-].[H-].[H-].[H-].[Li+].[Al+3].[CH3:7][C@@H:8]1[CH:13]=[CH:12][CH2:11][C:10]([CH3:15])([CH3:14])[C@H:9]1[C:16](OC)=[O:17].[OH-].[Na+].[O-]S([O-])(=O)=O.[Na+].[Na+]>C1COCC1.CCOCC.CC(C)=O>[CH3:7][C@@H:8]1[CH:13]=[CH:12][CH2:11][C:10]([CH3:14])([CH3:15])[C@H:9]1[CH2:16][OH:17] |f:0.1.2.3.4.5,7.8,9.10.11|. Reported procedure: To a stirred suspension of LiAlH4 (1.55 g, 41 mmol) in THF (50 ml) at room temperature was added dropwise a solution of methyl trans-2,6,6-trimethyl-3-cyclohexene-1-carboxylate (10.0 g, purity 98%, 54 mmol) in THF (50 ml). After two hours at room temperature, the mixture was diluted with ether (150 ml), acetone (3 ml) was added dropwise, then 1 N aqueous NaOH (8 ml) was added and the mixture was stirred at room temperature during 30 minutes. Na2SO4 was added, the solids filtered off and the filt... The reactants are CC(C)(C)OC(=O)NCCCN, O=C([O-])[O-], CC#N, CC(C)CCN(CCC(C)C)C(=O)c1ccc([N+](=O)[O-])c(F)c1, [K+], [K+]. The product is CC(C)CCN(CCC(C)C)C(=O)c1ccc([N+](=O)[O-])c(NCCCNC(=O)OC(C)(C)C)c1. Reaction SMILES: [C:24](=[O:25])([O:26][C:27]([CH3:28])([CH3:29])[CH3:30])[NH:31][CH2:32][CH2:33][CH2:34][NH2:35].[C:36](=[O:37])([O-:38])[O-:39].[CH3:42][C:43]#[N:44].[F:1][c:2]1[cH:3][c:4]([C:5](=[O:6])[N:7]([CH2:8][CH2:9][CH:10]([CH3:11])[CH3:12])[CH2:13][CH2:14][CH:15]([CH3:16])[CH3:17])[cH:18][cH:19][c:20]1[N+:21](=[O:22])[O-:23].[K+:40].[K+:41]>>[c:2]1([NH:35][CH2:34][CH2:33][CH2:32][NH:31][C:24](=[O:25])[O:26][C:27]([CH3:28])([CH3:29])[CH3:30])[cH:3][c:4]([C:5](=[O:6])[N:7]([CH2:8][CH2:9][CH:10]([CH3:11])[CH3:12])[CH2:13][CH2:14][CH:15]([CH3:16])[CH3:17])[cH:18][cH:19][c:20]1[N+:21](=[O:22])[O-:23].